Task: describe an organic reaction: reactants, conditions, products, and yield. Dataset: the Open Reaction Database (ORD), a public repository of structured organic reaction records The reactants are O1COC2=C1C=CC(=C2)S(=O)(=O)N(C[C@H]([C@H](CC2=CC=C(C=C2)O)NC(O[C@H]2CO[C@H]1OCC[C@H]12)=O)O)CC(C)C ((3R,3aS,6aR)-hexahydrofuro[2,3-b]furan-3-yl (1S, 2R)-3-[(1,3-benzodioxol-5-ylsulfonyl)(isobutyl)amino]-2-hydroxy-1-(4-hydroxybenzyl)propylcarbamate), CN=C=O (methyl isocyanate). Run in ClCCl (dichloromethane). Conditions: time 1 hour. Product: O1COC2=C1C=CC(=C2)S(=O)(=O)N(C[C@H]([C@H](CC2=CC=C(C=C2)OC(=O)NC)NC(O[C@H]2CO[C@H]1OCC[C@H]12)=O)O)CC(C)C ((3R,3aS,6aR)-Hexahydrofuro[2,3-b]furan-3-yl (1S,2R)-3-[(1,3-benzodioxol-5-ylsulfonyl)(isobutyl)amino]-2-hydroxy-1-(4-{[(methylamino)carbonyl]oxy}benzyl)propylcarbamate), foam. As a reaction SMILES: [O:1]1[C:5]2[CH:6]=[CH:7][C:8]([S:10]([N:13]([CH2:38][CH:39]([CH3:41])[CH3:40])[CH2:14][C@@H:15]([OH:37])[C@@H:16]([NH:25][C:26](=[O:36])[O:27][C@@H:28]3[C@H:35]4[C@H:31]([O:32][CH2:33][CH2:34]4)[O:30][CH2:29]3)[CH2:17][C:18]3[CH:23]=[CH:22][C:21]([OH:24])=[CH:20][CH:19]=3)(=[O:12])=[O:11])=[CH:9][C:4]=2[O:3][CH2:2]1.[CH3:42][N:43]=[C:44]=[O:45]>ClCCl>[O:1]1[C:5]2[CH:6]=[CH:7][C:8]([S:10]([N:13]([CH2:38][CH:39]([CH3:41])[CH3:40])[CH2:14][C@@H:15]([OH:37])[C@@H:16]([NH:25][C:26](=[O:36])[O:27][C@@H:28]3[C@H:35]4[C@H:31]([O:32][CH2:33][CH2:34]4)[O:30][CH2:29]3)[CH2:17][C:18]3[CH:23]=[CH:22][C:21]([O:24][C:44]([NH:43][CH3:42])=[O:45])=[CH:20][CH:19]=3)(=[O:12])=[O:11])=[CH:9][C:4]=2[O:3][CH2:2]1. Reported procedure: A mixture of (3R,3aS,6aR)-hexahydrofuro[2,3-b]furan-3-yl (1S, 2R)-3-[(1,3-benzodioxol-5-ylsulfonyl)(isobutyl)amino]-2-hydroxy-1-(4-hydroxybenzyl)propylcarbamate (80 mg), methyl isocyanate (0.5 mL), dichloromethane (3 mL) and disopropylamine (0.05 mL) was stirred at ambient temperature for 1 h. Solvent was evaporated and the residue was purified by chromatography (silica gel, hexanes/ethyl acetate, 3:1) to provide the title compound as a solid foam (57 mg). 1H NMR (DMSO-d6): δ 0.78 (3H, d), 0.82 ... The reactants are CCOC(=O)c1ccc(C(=O)NCc2ccc(Cl)c(Cl)c2)s1, COC(=O)c1ccc(C(=O)Cl)cn1, C=CCOC(=O)N1CC(S)CC1CNC(=O)c1ccc(C(=O)NCc2ccc(Cl)c(Cl)c2)cn1, NCc1ccc(Cl)c(Cl)c1. The product is COC(=O)c1ccc(C(=O)NCc2ccc(Cl)c(Cl)c2)cn1. Reaction SMILES: [CH2:58]([O:59][C:60]([c:61]1[s:62][c:63]([C:64](=[O:65])[NH:66][CH2:67][c:68]2[cH:69][cH:70][c:71]([Cl:72])[c:73]([Cl:74])[cH:75]2)[cH:76][cH:77]1)=[O:78])[CH3:79].[CH3:35][O:36][C:37]([c:38]1[cH:39][cH:40][c:41]([C:42]([Cl:43])=[O:44])[cH:45][n:46]1)=[O:47].[Cl:1][c:2]1[cH:3][c:4]([CH2:5][NH:6][C:7](=[O:8])[c:9]2[cH:10][cH:11][c:12]([C:15](=[O:16])[NH:17][CH2:18][CH:19]3[CH2:20][CH:21]([SH:22])[CH2:23][N:24]3[C:25]([O:26][CH2:27][CH:28]=[CH2:29])=[O:30])[n:13][cH:14]2)[cH:31][cH:32][c:33]1[Cl:34].[Cl:48][c:49]1[cH:50][c:51]([CH2:56][NH2:57])[cH:52][cH:53][c:54]1[Cl:55]>>[Cl:1][c:2]1[cH:3][c:4]([CH2:5][NH:6][C:7](=[O:8])[c:9]2[cH:10][cH:11][c:12]([C:15](=[O:16])[O:36][CH3:35])[n:13][cH:14]2)[cH:31][cH:32][c:33]1[Cl:34]. Reactants: CN(C=1C=C(C=CC1CN1CCCC1)C(=O)C=1C2=C(SC1N(C)C)C=C(C=C2)OCC2=CC=CC=C2)C (6-benzyloxy-2-(dimethylamino)benzo[b]thiophen-3-yl 3-(dimethylamino)-4-(1-pyrrolidinylmethyl)phenyl ketone), N1(CCCC1)CCOC1=CC=C(C=C1)[Mg]Br (4-[2-(1-pyrrolidinyl)ethoxy]phenyl magnesium bromide). Yields the product CN(C=1C=C(C=CC1CN1CCCC1)C(=O)C=1C2=C(SC1C1=CC=C(C=C1)OCCN1CCCC1)C=C(C=C2)OCC2=CC=CC=C2)C (6-Benzyloxy-2-[4-[2-(1-pyrrolidinyl)ethoxy]phenyl]benzo[b]thiophen-3-yl 3-(Dimethylamino)-4-(1-pyrrolidinylmethyl)phenyl Ketone). The yield is 79.0%. Reaction SMILES: [CH3:1][N:2]([CH3:37])[C:3]1[CH:4]=[C:5]([C:15]([C:17]2[C:18]3[CH:28]=[CH:27][C:26]([O:29][CH2:30][C:31]4[CH:36]=[CH:35][CH:34]=[CH:33][CH:32]=4)=[CH:25][C:19]=3[S:20][C:21]=2N(C)C)=[O:16])[CH:6]=[CH:7][C:8]=1[CH2:9][N:10]1[CH2:14][CH2:13][CH2:12][CH2:11]1.[N:38]1([CH2:43][CH2:44][O:45][C:46]2[CH:51]=[CH:50][C:49]([Mg]Br)=[CH:48][CH:47]=2)[CH2:42][CH2:41][CH2:40][CH2:39]1>>[CH3:1][N:2]([CH3:37])[C:3]1[CH:4]=[C:5]([C:15]([C:17]2[C:18]3[CH:28]=[CH:27][C:26]([O:29][CH2:30][C:31]4[CH:36]=[CH:35][CH:34]=[CH:33][CH:32]=4)=[CH:25][C:19]=3[S:20][C:21]=2[C:49]2[CH:48]=[CH:47][C:46]([O:45][CH2:44][CH2:43][N:38]3[CH2:39][CH2:40][CH2:41][CH2:42]3)=[CH:51][CH:50]=2)=[O:16])[CH:6]=[CH:7][C:8]=1[CH2:9][N:10]1[CH2:14][CH2:13][CH2:12][CH2:11]1. Procedure: The title compound was prepared in 79% yield by essentially following the procedures outlined in Example 81, Part E, from 6-benzyloxy-2-(dimethylamino)benzo[b]thiophen-3-yl 3-(dimethylamino)-4-(1-pyrrolidinylmethyl)phenyl ketone (Part F) and 4-[2-(1-pyrrolidinyl)ethoxy]phenyl magnesium bromide (Example 81, Part D). Reactants: ClC1=CC2=C(C(=CC[N+](=C2C2=CC=CC=C2)[O-])Br)C=C1 (8-chloro-5-bromo-1-phenyl-3H-2-benzazepine-2-oxide), C(C)NCC (diethylamine), C1(=CC=CC=C1)P(C1=CC=CC=C1)C1=CC=CC=C1 (triphenylphosphine), cuprous iodide, CN(CC#C)C (1-dimethylamino-2-propyne). The reagents and catalysts are [Pd](Cl)Cl (palladium chloride). The solvent is CN(C=O)C (dimethylformamide). Conditions: time 24 hour. Product: ClC1=CC2=C(C(=CC[N+](=C2C2=CC=CC=C2)[O-])C#CCN(C)C)C=C1 (8-Chloro-5-(1-dimethylamino-2-propyn-3-yl)- 1-phenyl-3H-2-benzazepine-2-oxide). RXN SMILES: [Cl:1][C:2]1[CH:20]=[CH:19][C:5]2[C:6](Br)=[CH:7][CH2:8][N+:9]([O-:17])=[C:10]([C:11]3[CH:16]=[CH:15][CH:14]=[CH:13][CH:12]=3)[C:4]=2[CH:3]=1.C(NCC)C.C1(P(C2C=CC=CC=2)C2C=CC=CC=2)C=CC=CC=1.[CH3:45][N:46]([CH3:50])[CH2:47][C:48]#[CH:49]>[Pd](Cl)Cl.CN(C)C=O>[Cl:1][C:2]1[CH:20]=[CH:19][C:5]2[C:6]([C:49]#[C:48][CH2:47][N:46]([CH3:50])[CH3:45])=[CH:7][CH2:8][N+:9]([O-:17])=[C:10]([C:11]3[CH:16]=[CH:15][CH:14]=[CH:13][CH:12]=3)[C:4]=2[CH:3]=1. Procedure details: A mixture of 3.5 g (10 mmole) of 8-chloro-5-bromo-1-phenyl-3H-2-benzazepine-2-oxide, 40 ml of 98% diethylamine, 40 ml of dimethylformamide, 44.3 mg (0.25 mmole) of palladium chloride, 131.2 mg (0.5 mmole) of triphenylphosphine, 47.6 mg (0.25 mmole) of cuprous iodide and 16 ml of 1-dimethylamino-2-propyne was stirred at room temperature under nitrogen for 24 hr. The mixture was concentrated at reduced pressure to dryness. An ether solution of the residue containing petroleum ether was washed with... The reactants are BrC1=C(C=C(C=C1)C1=C2C=CC=CC2=C(C2=C1C1=C(S2)C=CC=C1)Br)O (2-Bromo-5-(6-bromo-benzo[b]naphtho[2,3-d]thiophen-11-yl)-phenol), C([C@H](O)C)(=O)OC ((R)-lactic acid, methyl ester), BrBr (bromine). Yields the product BrC1=C(O[C@H](C(=O)O)C)C=C(C=C1)C1=C2C=CC=CC2=C(C2=C1C1=C(S2)C=CC=C1)Br ((S)-2-[2-Bromo-5-(6-bromo-benzo[b]naphtho[2,3-d]thiophen-11-yl)-phenoxyl]-propionic acid). As a reaction SMILES: [Br:1][C:2]1[CH:7]=[CH:6][C:5]([C:8]2[C:17]3[C:18]4[CH:24]=[CH:23][CH:22]=[CH:21][C:19]=4[S:20][C:16]=3[C:15]([Br:25])=[C:14]3[C:9]=2[CH:10]=[CH:11][CH:12]=[CH:13]3)=[CH:4][C:3]=1[OH:26].[C:27]([O:32]C)(=[O:31])[C@@H:28]([CH3:30])O.BrBr>>[Br:1][C:2]1[CH:7]=[CH:6][C:5]([C:8]2[C:17]3[C:18]4[CH:24]=[CH:23][CH:22]=[CH:21][C:19]=4[S:20][C:16]=3[C:15]([Br:25])=[C:14]3[C:9]=2[CH:10]=[CH:11][CH:12]=[CH:13]3)=[CH:4][C:3]=1[O:26][C@@H:28]([CH3:30])[C:27]([OH:32])=[O:31]. Reported procedure: Prepared from of 2-bromo-5-(6-bromo-benzo[b]naphtho[2,3-d]thiophen-11-yl)-phenol (Example 68) and commercially available (R)-lactic acid, methyl ester. White solid: mp 132-134° C.: MS (+EI): [M+], 2 bromine isotope pattern, 554, 556, 558; Anal. Calc. for C25H16Br2O3S: C, 53.98, H, 2.90, N, 0.00. Found: C,52.97, H, 2.98, N, 0.04. The reactants are C(C1=CC=CC=C1)(=O)OC1CC(N(C(C1)(C)C)O)(C)C (4-benzoyloxy-1-oxyl-2,2,6,6-tetramethylpiperidine), C(I)I (methylene iodide), ClC1=CC=CC=C1 (chlorobenzene), C(CCC)[SnH](CCCC)CCCC (Tributyltin hydride). The solvent is C(C)(=O)OCC (ethyl acetate), CCCCCCC (heptane), CCCCCCC (heptane). Run at time 27 hour. Yields the product C(C1=CC=CC=C1)(=O)OC1CC(N(C(C1)(C)C)OC)(C)C ((4-benzoyloxy-2,2,6,6-tetramethylpiperidin-1-yloxy)methane). Reaction SMILES: [CH2:1]([SnH](CCCC)CCCC)CCC.[C:14]([O:22][CH:23]1[CH2:28][C:27]([CH3:30])([CH3:29])[N:26]([OH:31])[C:25]([CH3:33])([CH3:32])[CH2:24]1)(=[O:21])[C:15]1[CH:20]=[CH:19][CH:18]=[CH:17][CH:16]=1.C(I)I.ClC1C=CC=CC=1>C(OCC)(=O)C.CCCCCCC>[C:14]([O:22][CH:23]1[CH2:24][C:25]([CH3:33])([CH3:32])[N:26]([O:31][CH3:1])[C:27]([CH3:29])([CH3:30])[CH2:28]1)(=[O:21])[C:15]1[CH:16]=[CH:17][CH:18]=[CH:19][CH:20]=1. Reported procedure: The reaction is carried out in a nitrogen atmosphere. Tributyltin hydride (20.0 grams, 68.7 mmol) is added dropwise over 2.75 hours to a solution, precooled to 10° C., of 40.0 grams (145 mmol) of 4-benzoyloxy-1-oxyl-2,2,6,6-tetramethylpiperidine, 9.0 grams (33.6 mmol) of methylene iodide (diiodomethane) and 75 ml of chlorobenzene. The reaction temperature reaches 27° C. during the addition. The red mixture is stirred at room temperature for 27 hours after the addition is complete. The reaction m... The reactants are COC=1C=CC2=C(C(C=3C(=NC=CC3)CC2)=O)C1 (7-Methoxy-10,11-dihydro-benzo[4,5]cyclohepta[1,2-b]pyridin-5-one), [Se] (selenium). Procedure details: A mixture of 2.3 g (9.6 mmol) of the product from Example 23 step 4, 1.85 g (16.6 mmol) of selenium dioxyde and 5 ml of pyridine is stirred at 120° C. for 6 hr. The whole is poured into excess petroleum ether and the solution is evaporated giving 0.55 g (24%) of enough pure title product as to prosecute with the synthesis. Yields the product COC=1C=CC2=C(C(C=3C(=NC=CC3)C=C2)=O)C1 (7-Methoxy-benzo[4,5]cyclohepta[1,2-b]pyridin-5-one). Run in N1=CC=CC=C1 (pyridine), petroleum ether. Run at temperature 120 celsius, time 6 hour. As a reaction SMILES: [CH3:1][O:2][C:3]1[CH:4]=[CH:5][C:6]2[CH2:16][CH2:15][C:10]3=[N:11][CH:12]=[CH:13][CH:14]=[C:9]3[C:8](=[O:17])[C:7]=2[CH:18]=1.[Se]>N1C=CC=CC=1>[CH3:1][O:2][C:3]1[CH:4]=[CH:5][C:6]2[CH:16]=[CH:15][C:10]3=[N:11][CH:12]=[CH:13][CH:14]=[C:9]3[C:8](=[O:17])[C:7]=2[CH:18]=1 |^3:18|. Reaction SMILES: [CH3:1][NH:2][C:3](=[O:32])[C@H:4]([CH2:25][C:26]1[CH:31]=[CH:30][CH:29]=[CH:28][CH:27]=1)[NH:5][C:6](=[O:24])[C@@H:7]([CH2:15][CH2:16][C:17]1[CH:22]=[CH:21][CH:20]=[CH:19][C:18]=1Br)[NH:8][C:9](=[O:14])[CH2:10][CH:11]([CH3:13])[CH3:12].CN(C)C=O.[C:38](O)(=[S:40])[CH3:39].C(=O)([O-])[O-].[Cs+].[Cs+]>CC(C)=O.ClCCl>[CH3:1][NH:2][C:3](=[O:32])[C@H:4]([CH2:25][C:26]1[CH:31]=[CH:30][CH:29]=[CH:28][CH:27]=1)[NH:5][C:6](=[O:24])[C@H:7]([CH2:15][CH2:16][C:17]1[CH:22]=[CH:21][CH:20]=[CH:19][C:18]=1[C:38](=[S:40])[CH3:39])[NH:8][C:9](=[O:14])[CH2:10][CH:11]([CH3:13])[CH3:12] |f:3.4.5,6.7|. Reported procedure: Combine (R)-2-bromo-3-methylbutyroyl-(L)-homophenylalanyl-(L)-phenylalanine N-methyl amide (0.466 g, 0.93 mmol) and dimethylformamide (3 mL). Add thioacetic acid (0.066 mL, 0.93 mmol) and cesium carbonate (0.151 g, 0.46 mmol). After 18 hours, partition the reaction mixture between ethyl acetate and an aqueous 2 M hydrochloric acid solution. separate the layers, extract the organic layer with water and a saturated aqueous sodium bicarbonate solution, dry over Na2SO4, filter, and evaporate in vacu... Solvent: CC(=O)C.ClCCl (acetone dichloromethane), CC(=O)C.ClCCl (acetone dichloromethane), CC(=O)C.ClCCl (acetone dichloromethane). The product is CNC([C@@H](NC([C@@H](NC(CC(C)C)=O)CCC1=C(C=CC=C1)C(C)=S)=O)CC1=CC=CC=C1)=O ((S)-2-thioacetyl-3-methylbutyroyl-(L)-homophenylalanyl-(L)-phenylalanine N-methyl amide). Reaction conditions: time 18 hour. Starting materials: CNC([C@@H](NC([C@H](NC(CC(C)C)=O)CCC1=C(C=CC=C1)Br)=O)CC1=CC=CC=C1)=O ((R)-2-bromo-3-methylbutyroyl-(L)-homophenylalanyl-(L)-phenylalanine N-methyl amide), C([O-])([O-])=O.[Cs+].[Cs+] (cesium carbonate), CN(C=O)C (dimethylformamide), C(C)(=S)O (thioacetic acid). Reactants: CCCCC(CC)C(=O)Cl, Cc1ccc(C)c(C2C(=O)CC(C)(C)CC2=O)c1, [K+], [OH-], c1ccccc1. Yields the product CCCCC(CC)C(=O)OC1=C(c2cc(C)ccc2C)C(=O)CC(C)(C)C1. Reaction SMILES: [CH2:21]([CH3:22])[CH:23]([C:24](=[O:25])[Cl:26])[CH2:27][CH2:28][CH2:29][CH3:30].[CH3:1][c:2]1[c:3]([CH:9]2[C:10](=[O:18])[CH2:11][C:12]([CH3:16])([CH3:17])[CH2:13][C:14]2=[O:15])[cH:4][c:5]([CH3:8])[cH:6][cH:7]1.[K+:20].[OH-:19].[cH:31]1[cH:32][cH:33][cH:34][cH:35][cH:36]1>>[CH3:1][c:2]1[c:3]([C:9]2=[C:10]([O:18][C:24]([CH:23]([CH2:21][CH3:22])[CH2:27][CH2:28][CH2:29][CH3:30])=[O:25])[CH2:11][C:12]([CH3:16])([CH3:17])[CH2:13][C:14]2=[O:15])[cH:4][c:5]([CH3:8])[cH:6][cH:7]1. Starting materials: C(C1=CC=CC=C1)(=O)NC1=CC=C(C=C1)C1=CC=C2CN(C(C2=C1)=O)[C@H](C(=O)O)C(C)C ((S)-2-(6-(4-Benzamidophenyl)-1-oxoisoindolin-2-yl)-3-methylbutanoic acid), CC([C@@H](C(=O)OC)N1C(C2=CC(=CC=C2C1)C1=CC=C(C=C1)NC(=O)C=1SC=C(N1)C1=CC=CC=C1)=O)C ((S)-Methyl 3-methyl-2-(1-oxo-6-(4-(4-phenylthiazole-2-carboxamido)phenyl)isoindolin-2-yl)butanoate). The product is CC([C@@H](C(=O)O)N1C(C2=CC(=CC=C2C1)C1=CC=C(C=C1)NC(=O)C=1SC=C(N1)C1=CC=CC=C1)=O)C ((S)-3-Methyl-2-(1-oxo-6-(4-(4-phenylthiazole-2-carboxamido)phenyl)isoindolin-2-yl)butanoic acid). The yield is 82.0%. Reaction SMILES: C(NC1C=CC(C2C=C3C(CN([C@@H](C(C)C)C(O)=O)C3=O)=CC=2)=CC=1)(=O)C1C=CC=CC=1.[CH3:33][CH:34]([CH3:70])[C@H:35]([N:40]1[CH2:48][C:47]2[C:42](=[CH:43][C:44]([C:49]3[CH:54]=[CH:53][C:52]([NH:55][C:56]([C:58]4[S:59][CH:60]=[C:61]([C:63]5[CH:68]=[CH:67][CH:66]=[CH:65][CH:64]=5)[N:62]=4)=[O:57])=[CH:51][CH:50]=3)=[CH:45][CH:46]=2)[C:41]1=[O:69])[C:36]([O:38]C)=[O:37]>>[CH3:33][CH:34]([CH3:70])[C@H:35]([N:40]1[CH2:48][C:47]2[C:42](=[CH:43][C:44]([C:49]3[CH:50]=[CH:51][C:52]([NH:55][C:56]([C:58]4[S:59][CH:60]=[C:61]([C:63]5[CH:64]=[CH:65][CH:66]=[CH:67][CH:68]=5)[N:62]=4)=[O:57])=[CH:53][CH:54]=3)=[CH:45][CH:46]=2)[C:41]1=[O:69])[C:36]([OH:38])=[O:37]. Procedure details: The compound of example 624 was prepared analogous to the compound of example 98 by hydrolysis of compound of example 623.